describe an organic reaction: reactants, conditions, products, and yield From a dataset of the Open Reaction Database (ORD), a public repository of structured organic reaction records. Reactants: FC1=CC=C(C=C1)C1=NN2C(C=C(C=C2)C=2C=C(C(=O)O)C=CC2)=C1C(NC)=O (3-(2-(4-fluorophenyl)-3-(methylcarbamoyl)pyrazolo[1,5-a]pyridin-5-yl)benzoic acid), Cl.C1(=CC=CC=C1)C1(CCC1)N (1-phenylcyclobutanamine hydrochloride), 10u. The product is FC1=CC=C(C=C1)C1=NN2C(C=C(C=C2)C2=CC(=CC=C2)C(NC2(CCC2)C2=CC=CC=C2)=O)=C1C(=O)NC (2-(4-fluorophenyl)-N-methyl-5-(3-(1-phenylcyclobutylcarbamoyl)phenyl)pyrazolo[1,5-a]pyridine-3-carboxamide). As a reaction SMILES: [F:1][C:2]1[CH:7]=[CH:6][C:5]([C:8]2[C:25]([C:26](=[O:29])[NH:27][CH3:28])=[C:11]3[CH:12]=[C:13]([C:16]4[CH:17]=[C:18]([CH:22]=[CH:23][CH:24]=4)[C:19](O)=[O:20])[CH:14]=[CH:15][N:10]3[N:9]=2)=[CH:4][CH:3]=1.Cl.[C:31]1([C:37]2([NH2:41])[CH2:40][CH2:39][CH2:38]2)[CH:36]=[CH:35][CH:34]=[CH:33][CH:32]=1>>[F:1][C:2]1[CH:7]=[CH:6][C:5]([C:8]2[C:25]([C:26]([NH:27][CH3:28])=[O:29])=[C:11]3[CH:12]=[C:13]([C:16]4[CH:24]=[CH:23][CH:22]=[C:18]([C:19](=[O:20])[NH:41][C:37]5([C:31]6[CH:36]=[CH:35][CH:34]=[CH:33][CH:32]=6)[CH2:38][CH2:39][CH2:40]5)[CH:17]=4)[CH:14]=[CH:15][N:10]3[N:9]=2)=[CH:4][CH:3]=1 |f:1.2|. Procedure: 2-(4-fluorophenyl)-N-methyl-5-(3-(1-phenylcyclobutylcarbamoyl)phenyl)pyrazolo[1,5-a]pyridine-3-carboxamide was prepared from 3-(2-(4-fluorophenyl)-3-(methylcarbamoyl)pyrazolo[1,5-a]pyridin-5-yl)benzoic acid (0.070 g, 0.14 mmol) and 1-phenylcyclobutanamine hydrochloride (0.040 g, 0.20 mmol). 1H NMR (500 MHz, DMSO-D6) δ ppm 9.21 (s, 1H), 8.90 (d, J=7.02 Hz, 1H), 8.30 (s, 1H), 8.09 (s, 1H), 7.96-8.03 (m, 2H), 7.88-7.96 (m, 3H), 7.63 (t, J=7.63 Hz, 1H), 7.53 (d, J=7.63 Hz, 2H), 7.48 (dd, J=7.32, 1.8...